describe an organic reaction: reactants, conditions, products, and yield From a dataset of the Open Reaction Database (ORD), a public repository of structured organic reaction records. Starting materials: CC(C)(C)OC(=O)CNC(=O)C(NC(=O)OCc1ccccc1)c1ccccc1, CCO, Cc1ccccc1. Product: CC(C)(C)OC(=O)CNC(=O)C(N)c1ccccc1. RXN SMILES: [CH2:1]([O:2][C:3](=[O:4])[NH:11][CH:12]([c:13]1[cH:14][cH:15][cH:16][cH:17][cH:18]1)[C:19]([NH:20][CH2:21][C:22](=[O:23])[O:24][C:25]([CH3:26])([CH3:27])[CH3:28])=[O:29])[c:5]1[cH:6][cH:7][cH:8][cH:9][cH:10]1.[CH3:30][CH2:31][OH:32].[CH3:33][c:34]1[cH:35][cH:36][cH:37][cH:38][cH:39]1>>[NH2:11][CH:12]([c:13]1[cH:14][cH:15][cH:16][cH:17][cH:18]1)[C:19]([NH:20][CH2:21][C:22](=[O:23])[O:24][C:25]([CH3:26])([CH3:27])[CH3:28])=[O:29]. Starting materials: C(C)(C)(C)OC(=O)NNC(=O)C1=CC(=NC(=C1)C)CC (N′-(2-ethyl-6-methyl-pyridine-4-carbonyl)-hydrazinecarboxylic acid tert-butyl ester), Cl (HCl). Solvent: O1CCOCC1 (dioxane), O1CCOCC1 (dioxane). The product is C(C)C=1C=C(C(=O)NN)C=C(N1)C (2-Ethyl-6-methyl-isonicotinic acid hydrazide). Reaction SMILES: C(OC([NH:8][NH:9][C:10]([C:12]1[CH:17]=[C:16]([CH3:18])[N:15]=[C:14]([CH2:19][CH3:20])[CH:13]=1)=[O:11])=O)(C)(C)C.Cl>O1CCOCC1>[CH2:19]([C:14]1[CH:13]=[C:12]([CH:17]=[C:16]([CH3:18])[N:15]=1)[C:10]([NH:9][NH2:8])=[O:11])[CH3:20]. Procedure details: A solution of crude N′-(2-ethyl-6-methyl-pyridine-4-carbonyl)-hydrazinecarboxylic acid tert-butyl ester in dioxane (10 mL) is treated with 4M HCl in dioxane (4 mL) for 6 h. The mixture is evaporated, the residue taken up in MeOH and the 2-ethyl-6-methyl-isonicotinic acid hydrazide hydrochloride is precipitated from Et2O as white foam; 1H NMR (CD3OD): δ 8.16 (s, 1H), 8.14 (s, 1H), 3.15 (q, J=7.6 Hz, 2H), 2.87 (s, 3H), 1.46 (t, J=7.6 Hz, 3H).